This data is from the Open Reaction Database (ORD), a public repository of structured organic reaction records. The task is: describe an organic reaction: reactants, conditions, products, and yield Starting materials: NC1=NC=CC(=C1[N+](=O)[O-])C (2-amino-3-nitro-4-methylpyridine), [N+](=O)(O)[O-] (HNO3), ice. Solvent: OS(=O)(=O)O (H2SO4). Yields the product NC1=NC=C(C=C1[N+](=O)[O-])[N+](=O)[O-] (2-amino-3,5-dinitropyridine). As a reaction SMILES: [NH2:1][C:2]1[C:7]([N+:8]([O-:10])=[O:9])=[C:6](C)[CH:5]=[CH:4][N:3]=1.[N+:12]([O-])([OH:14])=[O:13]>OS(O)(=O)=O>[NH2:1][C:2]1[C:7]([N+:8]([O-:10])=[O:9])=[CH:6][C:5]([N+:12]([O-:14])=[O:13])=[CH:4][N:3]=1. Procedure: To a stirred solution of 2-amino-3-nitro-4-methylpyridine (25.6 g, 167 mmol) in conc. H2SO4 (100 mL) at 0° C. was added HNO3 (7.77 mL, d=1.49) dropwise over 30 min. The mixture was warmed to r.t. for 20 min then heated to 45° C. for 90 min. The reaction mixture was cooled and poured into 500 g of ice. The resulting percipitate was filtered and air dried to give 2-amino-3,5-dinitropyridine as a yellow solid. Isolated yield 73.6%. The product is NC1=NC=2C=C(C=NC2C2=C1N=C(N2CC(C)(O)C)CC)C=2C=NC(=CC2)F (1-[4-amino-2-ethyl-7-(6-fluoropyridin-3-yl)-1H-imidazo[4,5-c][1,5]naphthyridin-1-yl)-2-methylpropan-2-ol). Procedure details: 2-Fluoropyridine-5-boronic acid (0.468 g, 3.32 mmol) was added to 1-(4-amino-7-bromo-2-ethyl-1H-imidazo[4,5-c][1,5]naphthyridin-1-yl)-2-methylpropan-2-ol (1.1 g, 3.0 mmol) and 1-propanol (10 mL). The mixture was degassed and backfilled with nitrogen. Triphenylphosphine (23.8 mg, 0.0900 mmol), aqueous sodium carbonate (4.53 mL of 2 M), and water (2 mL) were added followed by palladium (II) acetate (6.8 mg, 0.030 mmol). The yellow suspension was heated at reflux for two hours. Water (20 mL) was ad... The reactants are FC1=NC=C(C=C1)B(O)O (2-Fluoropyridine-5-boronic acid), NC1=NC=2C=C(C=NC2C2=C1N=C(N2CC(C)(O)C)CC)Br (1-(4-amino-7-bromo-2-ethyl-1H-imidazo[4,5-c][1,5]naphthyridin-1-yl)-2-methylpropan-2-ol), C(CC)O (1-propanol), C([O-])([O-])=O.[Na+].[Na+] (sodium carbonate). The solvent is O (water), O (Water). Reagents/catalysts: C1(=CC=CC=C1)P(C1=CC=CC=C1)C1=CC=CC=C1 (Triphenylphosphine), C(C)(=O)[O-].[Pd+2].C(C)(=O)[O-] (palladium (II) acetate). Reaction SMILES: [F:1][C:2]1[CH:7]=[CH:6][C:5](B(O)O)=[CH:4][N:3]=1.[NH2:11][C:12]1[C:21]2[N:22]=[C:23]([CH2:30][CH3:31])[N:24]([CH2:25][C:26]([CH3:29])([OH:28])[CH3:27])[C:20]=2[C:19]2[N:18]=[CH:17][C:16](Br)=[CH:15][C:14]=2[N:13]=1.C(O)CC.C(=O)([O-])[O-].[Na+].[Na+]>C([O-])(=O)C.[Pd+2].C([O-])(=O)C.C1(P(C2C=CC=CC=2)C2C=CC=CC=2)C=CC=CC=1.O>[NH2:11][C:12]1[C:21]2[N:22]=[C:23]([CH2:30][CH3:31])[N:24]([CH2:25][C:26]([CH3:27])([OH:28])[CH3:29])[C:20]=2[C:19]2[N:18]=[CH:17][C:16]([C:5]3[CH:4]=[N:3][C:2]([F:1])=[CH:7][CH:6]=3)=[CH:15][C:14]=2[N:13]=1 |f:3.4.5,6.7.8|. The reactants are C(CC#N)#N (malononitrile), O.NN (hydrazine hydrate), C(C)OP(OCC)(=O)CC1=CC=C(C=C1)NN=C(C#N)C#N ([4-(N′-dicyanomethylenehydrazino)benzyl]phosphonic acid diethyl ester), NC1=CC=C(CP(OCC)(OCC)=O)C=C1 (diethyl 4-aminobenzylphosphonate). Product: C(C)OP(OCC)(=O)CC1=CC=C(C=C1)NN=C1C(=NN=C1N)N ({4-[N′-(3,5-Diaminopyrazol-4-ylidene)hydrazino]benzyl}phosphonic acid diethyl ester), solid. The yield is 66.0%. RXN SMILES: C(OP(CC1C=CC(N[N:17]=[C:18]([C:21]#[N:22])[C:19]#[N:20])=CC=1)(=O)OCC)C.[NH2:23][C:24]1[CH:38]=[CH:37][C:27]([CH2:28][P:29](=[O:36])([O:33][CH2:34][CH3:35])[O:30][CH2:31][CH3:32])=[CH:26][CH:25]=1.C(#N)CC#N.O.[NH2:45][NH2:46]>>[CH2:34]([O:33][P:29]([CH2:28][C:27]1[CH:26]=[CH:25][C:24]([NH:23][N:17]=[C:18]2[C:19]([NH2:20])=[N:46][N:45]=[C:21]2[NH2:22])=[CH:38][CH:37]=1)(=[O:36])[O:30][CH2:31][CH3:32])[CH3:35] |f:3.4|. Reported procedure: {4-[N′-(3,5-Diaminopyrazol-4-ylidene)hydrazino]benzyl}phosphonic acid diethyl ester was prepared using [4-(N′-dicyanomethylenehydrazino)benzyl]phosphonic acid diethyl ester (0.16 g, 0.5 mmol) which was derived from diethyl 4-aminobenzylphosphonate (0.243 g, 1.0 mmol) and malononitrile (1.5 mmol) in a manner similar to that described in Example 2, and hydrazine hydrate. The title compound was purified by flash chromatography and isolated as a golden solid (0.116 g, 66%); 1H NMR (ppm, 200 MHz, DMS...